From a dataset of the Open Reaction Database (ORD), a public repository of structured organic reaction records. describe an organic reaction: reactants, conditions, products, and yield Reactants: BrC1=C(C=CC=C1)SCC (1-bromo-2-ethylsulfanylbenzene), C1CCOC1 (THF), C(C)(C)OB1OC(C)(C)C(C)(C)O1 (isopropoxyboronic acid pinacol ester), C1CCOC1 (THF), C(CCC)[Li] (n-butyl lithium). Run in O (Water). Reaction conditions: temperature -70 celsius, time 30 minute. Yields the product C(C)SC1=C(C=CC=C1)B1OC(C)(C)C(C)(C)O1 (2-ethylsulfanylphenylboronic acid pinacol ester). The yield is 46.0%. As a reaction SMILES: Br[C:2]1[CH:7]=[CH:6][CH:5]=[CH:4][C:3]=1[S:8][CH2:9][CH3:10].C1COCC1.C([Li])CCC.C(O[B:25]1[O:33][C:30]([CH3:32])([CH3:31])[C:27]([CH3:29])([CH3:28])[O:26]1)(C)C>O>[CH2:9]([S:8][C:3]1[CH:4]=[CH:5][CH:6]=[CH:7][C:2]=1[B:25]1[O:33][C:30]([CH3:32])([CH3:31])[C:27]([CH3:29])([CH3:28])[O:26]1)[CH3:10]. Procedure: A mixture of 14.1 g of 1-bromo-2-ethylsulfanylbenzene and 65 mL of THF was cooled to −70° C., and 44.7 ml of n-butyl lithium (1.63M hexane solvent) was added at a rate such that the internal temperature of the mixture was kept at −60° C. or less, and the mixture was stirred at −50° C. for 30 minutes. A mixture of 14 g of isopropoxyboronic acid pinacol ester and 5 mL of THF was added at a rate such that the internal temperature of the mixture was kept at −60° C. or less, and the mixture was heate... Reactants: O=C(O)COc1ccc(C(=O)c2ccccc2)cc1, CCN=C=NCCCN(C)C, Cl, NCCCCn1cnc2c(N)nc3ccccc3c21, c1ccncc1. Product: Nc1nc2ccccc2c2c1ncn2CCCCNC(=O)COc1ccc(C(=O)c2ccccc2)cc1. Reaction SMILES: [C:20]([c:21]1[cH:22][cH:23][cH:24][cH:25][cH:26]1)(=[O:27])[c:28]1[cH:29][cH:30][c:31]([O:32][CH2:33][C:34](=[O:35])[OH:36])[cH:37][cH:38]1.[CH3:40][N:41]([CH3:42])[CH2:43][CH2:44][CH2:45][N:46]=[C:47]=[N:48][CH2:49][CH3:50].[ClH:39].[NH2:1][CH2:2][CH2:3][CH2:4][CH2:5][n:6]1[cH:7][n:8][c:9]2[c:10]([NH2:19])[n:11][c:12]3[cH:13][cH:14][cH:15][cH:16][c:17]3[c:18]12.[cH:51]1[cH:52][cH:53][n:54][cH:55][cH:56]1>>[NH:1]([CH2:2][CH2:3][CH2:4][CH2:5][n:6]1[cH:7][n:8][c:9]2[c:10]([NH2:19])[n:11][c:12]3[cH:13][cH:14][cH:15][cH:16][c:17]3[c:18]12)[C:34]([CH2:33][O:32][c:31]1[cH:30][cH:29][c:28]([C:20]([c:21]2[cH:22][cH:23][cH:24][cH:25][cH:26]2)=[O:27])[cH:38][cH:37]1)=[O:35]. Starting materials: F[B-](F)(F)F.C(C)(C)(C)[PH+](C(C)(C)C)C(C)(C)C (tri-tert-butylphosphonium tetrafluoroborate), N#N (N2), BrC=1C=C(C=CC1)NC(OC(C)(C)C)=O (tert-butyl (3-bromophenyl)carbamate), C(C=C)O (2-propen-1-ol), C1(CCCCC1)N(C1CCCCC1)C (N-cyclohexyl-N-methyl-cyclohexanamine). The reagents and catalysts are C=1C=CC(=CC1)/C=C/C(=O)/C=C/C2=CC=CC=C2.C=1C=CC(=CC1)/C=C/C(=O)/C=C/C2=CC=CC=C2.C=1C=CC(=CC1)/C=C/C(=O)/C=C/C2=CC=CC=C2.[Pd].[Pd] (Tris(dibenzylideneacetone)dipalladium). The solvent is O1CCOCC1 (1,4-dioxane). Reaction conditions: temperature 40 celsius, time 8 hour. Yields the product C(C)(C)(C)OC(NC1=CC(=CC=C1)CCC=O)=O (tert-butyl[3-(3-oxopropyl)phenyl]carbamate). Yield: 27.3%. RXN SMILES: F[B-](F)(F)F.C([PH+](C(C)(C)C)C(C)(C)C)(C)(C)C.N#N.Br[C:22]1[CH:23]=[C:24]([NH:28][C:29](=[O:35])[O:30][C:31]([CH3:34])([CH3:33])[CH3:32])[CH:25]=[CH:26][CH:27]=1.[CH2:36]([OH:39])[CH:37]=[CH2:38].C1(N(C)C2CCCCC2)CCCCC1>C1C=CC(/C=C/C(/C=C/C2C=CC=CC=2)=O)=CC=1.C1C=CC(/C=C/C(/C=C/C2C=CC=CC=2)=O)=CC=1.C1C=CC(/C=C/C(/C=C/C2C=CC=CC=2)=O)=CC=1.[Pd].[Pd].O1CCOCC1>[C:31]([O:30][C:29](=[O:35])[NH:28][C:24]1[CH:25]=[CH:26][CH:27]=[C:22]([CH2:38][CH2:37][CH:36]=[O:39])[CH:23]=1)([CH3:34])([CH3:33])[CH3:32] |f:0.1,6.7.8.9.10|. Procedure: Tris(dibenzylideneacetone)dipalladium (0.10 g, 0.00011 mol) and tri-tert-butylphosphonium tetrafluoroborate (0.064 g, 0.00022 mol) in a flask was evacuated and refilled with N2 (3 times). Then 1,4-dioxane (7.0 mL) was added followed by consecutive addition of tert-butyl (3-bromophenyl)carbamate (2.00 g, 0.00735 mol), 2-propen-1-ol (0.854 g, 0.0147 mol), N-cyclohexyl-N-methyl-cyclohexanamine (1.7 g, 0.0088 mol). The reaction mixture was stirred at 40° C. overnight, filtered, and washed with dichl... The reactants are [NH4+].[Cl-] (NH4Cl), BrC1=CNC(C=2C=CC=NC12)=O (8-bromo-1,6-naphthyridin-5(6H)-one), [H-].[Na+] (sodium hydride), C(C1=CC=CC=C1)Br (benzyl bromide). The solvent is O (water), CN(C)C=O (DMF). Conditions: temperature 0 celsius, time 45 minute. The product is C(C1=CC=CC=C1)N1C(C=2C=CC=NC2C(=C1)Br)=O (6-benzyl-8-bromo-1,6-naphthyridin-5(6H)-one). The yield is 85.7%. RXN SMILES: [Br:1][C:2]1[C:11]2[N:10]=[CH:9][CH:8]=[CH:7][C:6]=2[C:5](=[O:12])[NH:4][CH:3]=1.[H-].[Na+].[CH2:15](Br)[C:16]1[CH:21]=[CH:20][CH:19]=[CH:18][CH:17]=1.[NH4+].[Cl-]>CN(C=O)C.O>[CH2:15]([N:4]1[CH:3]=[C:2]([Br:1])[C:11]2[N:10]=[CH:9][CH:8]=[CH:7][C:6]=2[C:5]1=[O:12])[C:16]1[CH:21]=[CH:20][CH:19]=[CH:18][CH:17]=1 |f:1.2,4.5|. Reported procedure: To a solution of 8-bromo-1,6-naphthyridin-5(6H)-one (0.225 g, 1.0 mmol) in anhydrous DMF (6 mL) was added sodium hydride (60% dispersion in mineral oil, 0.052 g, 1.3 mmol) at 0° C. The resulting mixture was stirred at 0° C. for 45 min and then benzyl bromide (0.205 g, 1.2 mmol) was added slowly. The reaction mixture was stirred at 0° C. for 2 h, then allowed to warm to rt and stirred for 17 h. After that time, saturated NH4Cl solution (5 mL) and water (5 mL) were added and the mixture was extrac... Reactants: ice water, C([O-])([O-])=O.[K+].[K+] (potassium carbonate), ICC (iodoethane), C(=O)C1=CC=C(O1)C(=O)O (5-Formyl-2-furancarboxylic acid). Solvent: CN(C=O)C (N,N-dimethylformamide). Reaction conditions: time 12 hour. Yields the product C(C)OC(=O)C=1OC(=CC1)C=O (5-formyl- 2-furancarboxylic acid ethyl ester). Isolated yield 37.3%. RXN SMILES: [CH:1]([C:3]1[O:7][C:6]([C:8]([OH:10])=[O:9])=[CH:5][CH:4]=1)=[O:2].C(=O)([O-])[O-].[K+].[K+].I[CH2:18][CH3:19]>CN(C)C=O>[CH2:18]([O:9][C:8]([C:6]1[O:7][C:3]([CH:1]=[O:2])=[CH:4][CH:5]=1)=[O:10])[CH3:19] |f:1.2.3|. Reported procedure: 5-Formyl-2-furancarboxylic acid (2.9 g) was dissolved in N,N-dimethylformamide (30 ml), and potassium carbonate (2.9 g) and iodoethane (3.6 g) were added. The mixture was stirred at room temperature for 12 hours, poured into ice water and extracted with diethyl ether. The extract was washed with water and saturated aqueous sodium chloride, dried over anhydrous magnesium sulfate and concentrated under reduced pressure. The residue was subjected to silica gel column chromatography, and the desired...